This data is from the Open Reaction Database (ORD), a public repository of structured organic reaction records. The task is: describe an organic reaction: reactants, conditions, products, and yield The reactants are COc1cc(Cl)c(N2C(=O)c3ccccc3C2=O)cc1S, ClCCCl, [I-], [I-], O, [Zn+2], CC(C)(O)c1ccccc1. Yields the product COc1cc(Cl)c(N2C(=O)c3ccccc3C2=O)cc1SC(C)(C)c1ccccc1. As a reaction SMILES: [Cl:11][c:12]1[c:13]([N:21]2[C:22](=[O:31])[c:23]3[cH:24][cH:25][cH:26][cH:27][c:28]3[C:29]2=[O:30])[cH:14][c:15]([SH:20])[c:16]([O:18][CH3:19])[cH:17]1.[Cl:33][CH2:34][CH2:35][Cl:36].[I-:37].[I-:39].[OH2:32].[Zn+2:38].[c:1]1([C:7]([CH3:8])([CH3:9])[OH:10])[cH:2][cH:3][cH:4][cH:5][cH:6]1>>[c:1]1([C:7]([CH3:8])([CH3:9])[S:20][c:15]2[cH:14][c:13]([N:21]3[C:22](=[O:31])[c:23]4[cH:24][cH:25][cH:26][cH:27][c:28]4[C:29]3=[O:30])[c:12]([Cl:11])[cH:17][c:16]2[O:18][CH3:19])[cH:2][cH:3][cH:4][cH:5][cH:6]1. Starting materials: C[Si](C)(C)CCN1C(=O)CN(c2ccc(CCNC(=O)c3ccccc3)cc2OCc2ccccc2)S1(=O)=O, CCCC[N+](CCCC)(CCCC)CCCC, C1CCOC1, Cl, [F-]. Yields the product O=C1CN(c2ccc(CCNC(=O)c3ccccc3)cc2OCc2ccccc2)S(=O)(=O)N1. As a reaction SMILES: [CH2:1]([c:2]1[cH:3][cH:4][cH:5][cH:6][cH:7]1)[O:8][c:9]1[cH:10][c:11]([CH2:29][CH2:30][NH:31][C:32]([c:33]2[cH:34][cH:35][cH:36][cH:37][cH:38]2)=[O:39])[cH:12][cH:13][c:14]1[N:15]1[S:16](=[O:27])(=[O:28])[N:17]([CH2:21][CH2:22][Si:23]([CH3:24])([CH3:25])[CH3:26])[C:18](=[O:20])[CH2:19]1.[CH2:41]([N+:42]([CH2:43][CH2:44][CH2:45][CH3:46])([CH2:47][CH2:48][CH2:49][CH3:50])[CH2:51][CH2:52][CH2:53][CH3:54])[CH2:55][CH2:56][CH3:57].[CH2:59]1[O:60][CH2:61][CH2:62][CH2:63]1.[ClH:58].[F-:40]>>[CH2:1]([c:2]1[cH:3][cH:4][cH:5][cH:6][cH:7]1)[O:8][c:9]1[cH:10][c:11]([CH2:29][CH2:30][NH:31][C:32]([c:33]2[cH:34][cH:35][cH:36][cH:37][cH:38]2)=[O:39])[cH:12][cH:13][c:14]1[N:15]1[S:16](=[O:27])(=[O:28])[NH:17][C:18](=[O:20])[CH2:19]1.